Task: describe an organic reaction: reactants, conditions, products, and yield. Dataset: the Open Reaction Database (ORD), a public repository of structured organic reaction records The reactants are O=C([O-])[O-], Ic1ccccc1, [Na+], [Na+], O, [Pd], OB(O)c1ccccc1. Product: c1ccc(-c2ccccc2)cc1. RXN SMILES: [C:17](=[O:18])([O-:19])[O-:20].[I:1][c:2]1[cH:3][cH:4][cH:5][cH:6][cH:7]1.[Na+:21].[Na+:22].[OH2:24].[Pd:23].[c:8]1([B:14]([OH:15])[OH:16])[cH:9][cH:10][cH:11][cH:12][cH:13]1>>[c:2]1(-[c:8]2[cH:9][cH:10][cH:11][cH:12][cH:13]2)[cH:3][cH:4][cH:5][cH:6][cH:7]1. Reactants: O(S(=O)(=O)C1=CC=C(C)C=C1)S(=O)(=O)C1=CC=C(C)C=C1 (Ts2O), C(=O)(O)[O-].[Na+] (NaHCO3), NC=1C2=C(N=CN1)N(C=C2I)[C@H]2C[C@H](C2)CO (cis-[3-(4-amino-5-iodopyrrolo[2,3-d]pyrimidin-7-yl)-cyclobutyl]-methanol), N1=CC=CC=C1 (pyridine). Solvent: C(Cl)Cl (CH2Cl2), C(Cl)Cl (CH2Cl2). Run at time 3 hour. Yields the product NC=1C2=C(N=CN1)N(C=C2I)[C@H]2C[C@H](C2)COS(=O)(=O)C2=CC=C(C=C2)C (cis-Toluene-4-sulfonic acid 3-(4-amino-5-iodopyrrolo[2,3-d]pyrimidin-7-yl)-cyclobutylmethyl ester). As a reaction SMILES: [NH2:1][C:2]1[C:3]2[C:10]([I:11])=[CH:9][N:8]([C@@H:12]3[CH2:15][C@H:14]([CH2:16][OH:17])[CH2:13]3)[C:4]=2[N:5]=[CH:6][N:7]=1.N1C=CC=CC=1.[O:24](S(C1C=CC(C)=CC=1)(=O)=O)[S:25]([C:28]1[CH:34]=[CH:33][C:31]([CH3:32])=[CH:30][CH:29]=1)(=O)=[O:26].C([O-])(O)=O.[Na+]>C(Cl)Cl>[NH2:1][C:2]1[C:3]2[C:10]([I:11])=[CH:9][N:8]([C@@H:12]3[CH2:13][C@H:14]([CH2:16][O:17][S:25]([C:28]4[CH:34]=[CH:33][C:31]([CH3:32])=[CH:30][CH:29]=4)(=[O:26])=[O:24])[CH2:15]3)[C:4]=2[N:5]=[CH:6][N:7]=1 |f:3.4|. Procedure: Into the suspension of cis-[3-(4-amino-5-iodopyrrolo[2,3-d]pyrimidin-7-yl)-cyclobutyl]-methanol (1322 mg, 3.842 mmol) in CH2Cl2 (55 mL) was added dropwise pyridine (6749 μL, 21.7 eq.) at −78° C. under N2 over 10 min followed by the addition of a solution of Ts2O (1568 mg, 1.25 eq.) in CH2Cl2 (35 mL) over 20 min. After stirring at rt for 3 h, the reaction mixture was treated with saturated NaHCO3, and the organic phase was separated. The aqueous phase was extracted with CH2Cl2 (50 mL). The combin... The reactants are CCn1c2c(c3cc(C(=O)OC)ccc31)CCCC2, CO, Cl, [Na+], [OH-]. Product: CCn1c2c(c3cc(C(=O)O)ccc31)CCCC2. As a reaction SMILES: [CH3:1][O:2][C:3](=[O:4])[c:5]1[cH:6][c:7]2[c:8]3[c:13]([n:14]([CH2:18][CH3:19])[c:15]2[cH:16][cH:17]1)[CH2:12][CH2:11][CH2:10][CH2:9]3.[CH3:23][OH:24].[ClH:22].[Na+:21].[OH-:20]>>[O:2]=[C:3]([OH:4])[c:5]1[cH:6][c:7]2[c:8]3[c:13]([n:14]([CH2:18][CH3:19])[c:15]2[cH:16][cH:17]1)[CH2:12][CH2:11][CH2:10][CH2:9]3.